Dataset: the Open Reaction Database (ORD), a public repository of structured organic reaction records. Task: describe an organic reaction: reactants, conditions, products, and yield The reactants are [BH4-], CO, COC(=O)C(C)Oc1ccc(C=O)cc1, [Na+]. The product is COC(=O)C(C)Oc1ccc(CO)cc1. Reaction SMILES: [BH4-:16].[CH3:18][OH:19].[CH:1](=[O:2])[c:3]1[cH:4][cH:5][c:6]([O:7][CH:8]([C:9](=[O:10])[O:11][CH3:12])[CH3:13])[cH:14][cH:15]1.[Na+:17]>>[CH2:1]([OH:2])[c:3]1[cH:4][cH:5][c:6]([O:7][CH:8]([C:9](=[O:10])[O:11][CH3:12])[CH3:13])[cH:14][cH:15]1. The reactants are ClC1CCC=2C(=CC=CC12)C(=O)OC (methyl 1-chloroindan-4-carboxylate), [C-]#N.[Na+] (sodium cyanide). Solvent: CS(=O)C (dimethylsulfoxide). Reaction conditions: time 8 hour. Product: C(#N)C1CCC=2C(=CC=CC12)C(=O)OC (methyl 1-cyanoindan-4-carboxylate). Reaction SMILES: Cl[CH:2]1[C:10]2[CH:9]=[CH:8][CH:7]=[C:6]([C:11]([O:13][CH3:14])=[O:12])[C:5]=2[CH2:4][CH2:3]1.[C-:15]#[N:16].[Na+]>CS(C)=O>[C:15]([CH:2]1[C:10]2[CH:9]=[CH:8][CH:7]=[C:6]([C:11]([O:13][CH3:14])=[O:12])[C:5]=2[CH2:4][CH2:3]1)#[N:16] |f:1.2|. Reported procedure: In 80 ml. of dimethylsulfoxide is dissolved 15 g. of methyl 1-chloroindan-4-carboxylate and the solution is stirred. Then, 5.3 g. of sodium cyanide is added, followed by stirring for 8 hours. Following the addition of 750 ml. of water, the reaction mixture is extracted with ether. The extract is washed with a saturated aqueous solution of sodium chloride and, then, dried. The solvent is distilled off under reduced pressure and the residue is purified by column chromatography on silica gel (500 g...